From a dataset of the Open Reaction Database (ORD), a public repository of structured organic reaction records. describe an organic reaction: reactants, conditions, products, and yield Reactants: ClC1=C(C=C(C(=O)O)C#N)C=CC=C1 (o-Chlorobenzalcyanoacetic acid), cuprous oxide, cis-nitrile, C(=O)=O (carbon dioxide). Reagents/catalysts: [Cu] (copper). The product is ClC1=C(\C=C/C#N)C=CC=C1 (cis-o-Chlorocinnamonitrile). Reaction SMILES: [Cl:1][C:2]1[CH:14]=[CH:13][CH:12]=[CH:11][C:3]=1[CH:4]=[C:5]([C:9]#[N:10])C(O)=O.C(=O)=O>[Cu]>[Cl:1][C:2]1[CH:14]=[CH:13][CH:12]=[CH:11][C:3]=1/[CH:4]=[CH:5]\[C:9]#[N:10]. Reported procedure: o-Chlorobenzalcyanoacetic acid (40 g; 0.193 m) was intimately mixed with copper powder (3 g) and cuprous oxide (1 g) and heated in vacuo at a temperature of 240° C. with vigorous evolution of carbon dioxide. The distillate was a pale yellow oil which was shown to contain 71% cis-nitrile by NMR assay. Fractional distillation of the mixture was carried out collecting early fractions containing pure cis-isomer, b.p. 90°-92° C. at 1.2 mm/Hg. Starting materials: stannous chloride, BrC=1C=CC(=C(N)C1)[N+](=O)[O-] (5-bromo-2-nitroaniline), Cl (hydrochloric acid), cuprous cyanide, BrC=1C=CC(=C(C#N)C1)[N+](=O)[O-] (5-bromo-2-nitrobenzonitrile), NC1=CC=CC=C1 (aniline), N(=O)[O-].[Na+] (sodium nitrite), Cl (hydrochloric acid), diazonium salt. Reaction SMILES: BrC1C=CC([N+]([O-])=O)=C(C=1)N.[Br:12][C:13]1[CH:14]=[CH:15][C:16]([N+:21]([O-])=O)=[C:17]([CH:20]=1)[C:18]#[N:19].NC1C=CC=CC=1.N([O-])=O.[Na+].Cl>>[Br:12][C:13]1[CH:14]=[CH:15][C:16]([NH2:21])=[C:17]([C:18]#[N:19])[CH:20]=1 |f:3.4|. The product is BrC1=CC(=C(N)C=C1)C#N (4-bromo-2-cyanoaniline). Procedure: 5-bromo-2-nitroaniline is converted into 5-bromo-2-nitrobenzonitrile by treating the aniline derivative with sodium nitrite and hydrochloric acid and reacting the resulting diazonium salt with cuprous cyanide as in Example 2. The nitro group is reduced with stannous chloride and hydrochloric acid to give 4-bromo-2-cyanoaniline. The reactants are C(C(=O)O[C@H]1[C@@H](CC[C@H](C1)C)C(C)C)(=O)O[C@H]1[C@@H](CC[C@H](C1)C)C(C)C (bis((1R,2S,5R)-2-isopropyl-5-methylcyclohexyl) oxalate), Grignard reagent, BrC1=CC=CC=C1 (bromobenzene), [Mg] (magnesium). The solvent is C1CCOC1 (THF), C1CCOC1 (THF). The product is O=C(C(=O)O[C@H]1[C@@H](CC[C@H](C1)C)C(C)C)C1=CC=CC=C1 ((1R,2S,5R)-2-isopropyl-5-methylcyclohexyl 2-oxo-2-phenylacetate). Yield: 32.4%. As a reaction SMILES: Br[C:2]1[CH:7]=[CH:6][CH:5]=[CH:4][CH:3]=1.[Mg].[C:9]([O:24][C@@H:25]1[CH2:30][C@H:29]([CH3:31])[CH2:28][CH2:27][C@H:26]1[CH:32]([CH3:34])[CH3:33])(=[O:23])[C:10]([O:12][C@@H]1C[C@H](C)CC[C@H]1C(C)C)=O>C1COCC1>[O:12]=[C:10]([C:2]1[CH:7]=[CH:6][CH:5]=[CH:4][CH:3]=1)[C:9]([O:24][C@@H:25]1[CH2:30][C@H:29]([CH3:31])[CH2:28][CH2:27][C@H:26]1[CH:32]([CH3:33])[CH3:34])=[O:23]. Reported procedure: A Grignard reagent prepared from bromobenzene (2.36 g, 15.0 mmol) and magnesium (0.39 g, 16.0 mmol) in THF (25 ml) was added dropwise to a stirred solution of bis((1R,2S,5R)-2-isopropyl-5-methylcyclohexyl) oxalate (5.00 g, 13.7 mmol) in THF (25 ml) at −78° C. The mixture was slowly warmed to room temperature, quenched with a saturated solution of NH4Cl (50 ml) and ice. The reaction mixture was extracted with ether (2×) and water (2×) and the organic phase dried (Na2SO4). Repetitive column chroma... Conditions: temperature 50 celsius. Reactants: O1CCCC1 (tetrahydrofuran), [OH-].[Li+] (lithium hydroxide), C1(CCCCC1)C(C=1C=NC(=NC1)C1=CC=C(C=C1)C(F)(F)F)NC1=CC=C(C=N1)C(=O)NCCC(=O)OCC ((−)-ethyl N-({6-[(cyclohexyl{2-[4-(trifluoromethyl)phenyl]pyrimidin-5-yl}methyl)amino]pyridin-3-yl}carbonyl)-beta-alaninate). Procedure details: In two separate reaction vessels, (+) and (−)-ethyl N-({6-[(cyclohexyl{2-[4-(trifluoromethyl)phenyl]pyrimidin-5-yl}methyl)amino]pyridin-3-yl}carbonyl)-beta-alaninate (0.050 g, 0.090 mmol) were separately dissolved in methanol (0.2 ml) and tetrahydrofuran (0.10) and treated with aqueous lithium hydroxide (0.090 ml, 0.36 mmol, 2.0M aq.). The reactions were heated to 50° C. for 12 hours. The reactions were concentrated in vacuo, then diluted with water and acidified with aqueous 1.0M hydrochloric a... Yields the product C1(CCCCC1)C(C=1C=NC(=NC1)C1=CC=C(C=C1)C(F)(F)F)NC1=CC=C(C=N1)C(=O)NCCC(=O)O ((+/−)-N-({6-[(cyclohexyl{2-[4-(trifluoromethyl)phenyl]pyrimidin-5-yl}methyl)amino]pyridin-3-yl}carbonyl)-beta-alanine). RXN SMILES: [CH:1]1([CH:7]([NH:24][C:25]2[N:30]=[CH:29][C:28]([C:31]([NH:33][CH2:34][CH2:35][C:36]([O:38]CC)=[O:37])=[O:32])=[CH:27][CH:26]=2)[C:8]2[CH:9]=[N:10][C:11]([C:14]3[CH:19]=[CH:18][C:17]([C:20]([F:23])([F:22])[F:21])=[CH:16][CH:15]=3)=[N:12][CH:13]=2)[CH2:6][CH2:5][CH2:4][CH2:3][CH2:2]1.O1CCCC1.[OH-].[Li+]>CO>[CH:1]1([CH:7]([NH:24][C:25]2[N:30]=[CH:29][C:28]([C:31]([NH:33][CH2:34][CH2:35][C:36]([OH:38])=[O:37])=[O:32])=[CH:27][CH:26]=2)[C:8]2[CH:9]=[N:10][C:11]([C:14]3[CH:15]=[CH:16][C:17]([C:20]([F:23])([F:21])[F:22])=[CH:18][CH:19]=3)=[N:12][CH:13]=2)[CH2:6][CH2:5][CH2:4][CH2:3][CH2:2]1 |f:2.3|. The solvent is CO (methanol). Reactants: FC1CNCC1CNC1CC1, O=C(O)c1cn(CCF)c2cc(F)c(F)cc2c1=O. Yields the product O=C(O)c1cn(CCF)c2cc(N3CC(F)C(CNC4CC4)C3)c(F)cc2c1=O. RXN SMILES: [CH:20]1([NH:23][CH2:24][CH:25]2[CH2:26][NH:27][CH2:28][CH:29]2[F:30])[CH2:21][CH2:22]1.[F:1][c:2]1[cH:3][c:4]2[c:5](=[O:19])[c:6]([C:16](=[O:17])[OH:18])[cH:7][n:8]([CH2:13][CH2:14][F:15])[c:9]2[cH:10][c:11]1[F:12]>>[F:1][c:2]1[cH:3][c:4]2[c:5](=[O:19])[c:6]([C:16](=[O:17])[OH:18])[cH:7][n:8]([CH2:13][CH2:14][F:15])[c:9]2[cH:10][c:11]1[N:27]1[CH2:26][CH:25]([CH2:24][NH:23][CH:20]2[CH2:21][CH2:22]2)[CH:29]([F:30])[CH2:28]1. Reactants: Br[C@@H](C(=O)O)C(CC)C1=CC=CC=C1 ((R)-2-bromo-3-phenylpentanoic acid), C(C)(=S)O (thioacetic acid), [H-].[Na+] (sodium hydride). Solvent: CN(C=O)C (dimethylformamide), CN(C=O)C (dimethylformamide). Reaction conditions: time 3 hour. Product: C(C)(=O)S[C@H](C(=O)O)C(CC)C1=CC=CC=C1 ((S)-2-acetylthio-3-phenylpentanoic acid). Yield: 78.0%. As a reaction SMILES: Br[C@H:2]([CH:6]([C:9]1[CH:14]=[CH:13][CH:12]=[CH:11][CH:10]=1)[CH2:7][CH3:8])[C:3]([OH:5])=[O:4].[C:15]([OH:18])(=[S:17])[CH3:16].[H-].[Na+]>CN(C)C=O>[C:15]([S:17][C@@H:2]([CH:6]([C:9]1[CH:14]=[CH:13][CH:12]=[CH:11][CH:10]=1)[CH2:7][CH3:8])[C:3]([OH:5])=[O:4])(=[O:18])[CH3:16] |f:2.3|. Procedure: A solution of (R)-2-bromo-3-phenylpentanoic acid in dimethylformamide is added to a solution of thioacetic acid (1.5 equivalents) and sodium hydride (2.5 equivalents) in anhydrous dimethylformamide. The mixture is stirred for 3 hours at a temperature close to 20° C. After customary treatment, (S)-2-acetylthio-3-phenylpentanoic acid is obtained with a yield of 78% in the form of a yellow oil having the following characteristics: Rf =0.44 [methylene chloride/methanol (9:1 by volume)]. Reactants: NC1=CC2=C(C(NC3=NC=CC=C23)=O)C=C1 (9-Amino-5H-benzo[c][1,8]naphthyridin-6-one), BrCC1=C(C=CC=C1)Cl (1-(bromo-methyl)-2-chlorobenzene). The product is ClC1=C(CNC2=CC3=C(C(NC4=NC=CC=C34)=O)C=C2)C=CC=C1 (9-(2-Chlorobenzylamino)benzo[c][1,8]naphthyridin-6(5H)-one). The yield is 6.3%. RXN SMILES: [NH2:1][C:2]1[CH:16]=[CH:15][C:5]2[C:6](=[O:14])[NH:7][C:8]3[C:13]([C:4]=2[CH:3]=1)=[CH:12][CH:11]=[CH:10][N:9]=3.Br[CH2:18][C:19]1[CH:24]=[CH:23][CH:22]=[CH:21][C:20]=1[Cl:25]>>[Cl:25][C:20]1[CH:21]=[CH:22][CH:23]=[CH:24][C:19]=1[CH2:18][NH:1][C:2]1[CH:16]=[CH:15][C:5]2[C:6](=[O:14])[NH:7][C:8]3[C:13]([C:4]=2[CH:3]=1)=[CH:12][CH:11]=[CH:10][N:9]=3. Reported procedure: The title compound was synthesized according to the procedure described for the preparation of Example 458 using 70 (139 mg, 0.66 mmol) and 1-(bromo-methyl)-2-chlorobenzene (162 mg, 0.79 mmol) to provide 470 (14 mg, 6% yield) as a white powder. LC-MS (M+H=337, obsd.=337). 1H NMR (400 MHz, DMSO-D6) δ 11.51 (s, 1H), 8.56 (d, J=6.8, 1H), 8.42 (dd, J=1.6, 4.7, 1H), 8.01 (d, J=8.8, 1H), 7.44 (m, 2H), 7.39 (d, J=2.1, 1H), 7.29 (m, 2H), 7.18 (m, 2H), 6.95 (dd, J=2.1, 8.8, 1H), 4.58 (d, J=5.9, 2H).